From a dataset of the Open Reaction Database (ORD), a public repository of structured organic reaction records. describe an organic reaction: reactants, conditions, products, and yield The reactants are C(CCCCCCCCC)NC(C=CC1=CC(=CC=C1)N1C(CC(C1)C(=O)O)=O)=O (N-decyl-3-(3-[4-carboxy-2-oxo-pyrrolidino]phenyl)propenamide), C(C)N(CC)CCO (2-(N,N-diethylamino)ethanol), C(=O)(N1C=NC=C1)N1C=NC=C1 (carbonyldiimidazole), C(C)N(CC)CCO (2-(N,N-diethylamino)ethanol). Run in O1CCCC1 (tetrahydrofuran). Yields the product C(CCCCCCCCC)NC(C=CC1=CC(=CC=C1)N1C(CC(C1)C(=O)OCCN(CC)CC)=O)=O (N-Decyl-3-(3-[4-(2-[N,N-diethylamino]ethoxycarbonyl)-2-oxo-pyrrolidino]phenyl)propenamide). RXN SMILES: [CH2:1]([NH:11][C:12](=[O:30])[CH:13]=[CH:14][C:15]1[CH:20]=[CH:19][CH:18]=[C:17]([N:21]2[CH2:25][CH:24]([C:26]([OH:28])=[O:27])[CH2:23][C:22]2=[O:29])[CH:16]=1)[CH2:2][CH2:3][CH2:4][CH2:5][CH2:6][CH2:7][CH2:8][CH2:9][CH3:10].C(N1C=CN=C1)(N1C=CN=C1)=O.[CH2:43]([N:45]([CH2:48][CH2:49]O)[CH2:46][CH3:47])[CH3:44]>O1CCCC1>[CH2:1]([NH:11][C:12](=[O:30])[CH:13]=[CH:14][C:15]1[CH:20]=[CH:19][CH:18]=[C:17]([N:21]2[CH2:25][CH:24]([C:26]([O:28][CH2:44][CH2:43][N:45]([CH2:48][CH3:49])[CH2:46][CH3:47])=[O:27])[CH2:23][C:22]2=[O:29])[CH:16]=1)[CH2:2][CH2:3][CH2:4][CH2:5][CH2:6][CH2:7][CH2:8][CH2:9][CH3:10]. Procedure: To a stirred solution of 829 mg. of N-decyl-3-(3-[4-carboxy-2-oxo-pyrrolidino]phenyl)propenamide in 25 ml. of tetrahydrofuran was added 357 mg. of carbonyldiimidazole. The mixture was heated under reflux for 10 minutes, and then 258 mg. of 2-(N,N-diethylamino)ethanol was added. The mixture was again heated under reflux for 10 minutes, and then an additional 258 mg. of 2-(N,N-diethylamino)ethanol was added. The mixture was heated under reflux for 15 minutes and then it was cooled to room temperat...